Dataset: the Open Reaction Database (ORD), a public repository of structured organic reaction records. Task: describe an organic reaction: reactants, conditions, products, and yield Starting materials: BrBr (bromine), C1(CCCCC1)O\N=C(/C(=O)OCC)\C(C)=O (ethyl (Z)-2-(cyclohexyloxyimino)-3-oxobutyrate), Br (hydrogen bromide). Reaction conditions: time 2 hour. Yields the product C(C)OC(\C(\C(CBr)=O)=N/OC1CCCCC1)=O (Ethyl-4-bromo-(Z)-2-(cyclohexyloxyimino)-3-oxobutyrate). Reaction SMILES: [Br:1]Br.[CH:3]1([O:9]/[N:10]=[C:11](/[C:17](=[O:19])[CH3:18])\[C:12]([O:14][CH2:15][CH3:16])=[O:13])[CH2:8][CH2:7][CH2:6][CH2:5][CH2:4]1.Br>C(Cl)(Cl)(Cl)Cl.C(O)(=O)C>[CH2:15]([O:14][C:12](=[O:13])/[C:11](=[N:10]\[O:9][CH:3]1[CH2:4][CH2:5][CH2:6][CH2:7][CH2:8]1)/[C:17](=[O:19])[CH2:18][Br:1])[CH3:16]. Procedure: A solution of bromine (4.5 ml) in carbon tetrachloride (50 ml) was added dropwise to a mixture of ethyl (Z)-2-(cyclohexyloxyimino)-3-oxobutyrate (20.0 g), hydrogen bromide in acetic acid (45%, 1.0 ml) and carbon tetrachloride (150 ml) over 1.5 h, at room temperature. The mixture was stirred for 2 h, then the solvent removed in vacuo. The solvent is C(Cl)(Cl)(Cl)Cl (carbon tetrachloride), C(C)(=O)O (acetic acid), C(Cl)(Cl)(Cl)Cl (carbon tetrachloride). The reactants are CC(C)CO, Clc1ccc(-c2cnnc(Cl)c2Cl)cc1, NN, O. Product: NNc1nncc(-c2ccc(Cl)cc2)c1Cl. Reaction SMILES: [CH3:19][CH:20]([CH2:21][OH:22])[CH3:23].[Cl:1][c:2]1[n:3][n:4][cH:5][c:6](-[c:9]2[cH:10][cH:11][c:12]([Cl:15])[cH:13][cH:14]2)[c:7]1[Cl:8].[NH2:17][NH2:18].[OH2:16]>>[c:2]1([NH:17][NH2:18])[n:3][n:4][cH:5][c:6](-[c:9]2[cH:10][cH:11][c:12]([Cl:15])[cH:13][cH:14]2)[c:7]1[Cl:8]. Procedure: A sample of K2CO3 (52.8 mmol, 7.4 g) was added to the 4-bromo-3-chloro-phenol (24 mmol, 5 g) in anhydrous DMF (100 mL) followed by the addition of 2-iodopropane (100 mmol, 10 mL). This stirred and heated at 60° C. overnight. The reaction was cooled, extracted into EtOAc (150 mL), washed with H2) (2 L), dried over MgSO4, and concentrated in vacuo, yielding 1-bromo-2-chloro-4-isopropoxybenzene as a brown oil (4.85 g, 81%). 1H NMR (CDCl3, 300 MHz): 7.35 (1H, d, J 8.7 Hz), 6.89 (1H, d, J 2.9 Hz), 6.... Starting materials: C(=O)([O-])[O-].[K+].[K+] (K2CO3), BrC1=C(C=C(C=C1)O)Cl (4-bromo-3-chloro-phenol), IC(C)C (2-iodopropane). As a reaction SMILES: C([O-])([O-])=O.[K+].[K+].[Br:7][C:8]1[CH:13]=[CH:12][C:11]([OH:14])=[CH:10][C:9]=1[Cl:15].I[CH:17]([CH3:19])[CH3:18]>CN(C=O)C>[Br:7][C:8]1[CH:13]=[CH:12][C:11]([O:14][CH:17]([CH3:19])[CH3:18])=[CH:10][C:9]=1[Cl:15] |f:0.1.2|. Yields the product BrC1=C(C=C(C=C1)OC(C)C)Cl (1-bromo-2-chloro-4-isopropoxybenzene). The yield is 81.0%. Run in CN(C)C=O (DMF). Conditions: temperature 60 celsius. Starting materials: COC1=NCCCCC1, CCO, CC(N)c1ccc(CCc2ccccc2)cc1, Cl. Product: CC(N=C1CCCCCN1)c1ccc(CCc2ccccc2)cc1, Cl. As a reaction SMILES: [CH3:19][O:20][C:21]1=[N:27][CH2:26][CH2:25][CH2:24][CH2:23][CH2:22]1.[CH3:28][CH2:29][OH:30].[CH3:2][CH:3]([c:4]1[cH:5][cH:6][c:7]([CH2:10][CH2:11][c:12]2[cH:13][cH:14][cH:15][cH:16][cH:17]2)[cH:8][cH:9]1)[NH2:18].[ClH:1]>>[CH3:2][CH:3]([c:4]1[cH:5][cH:6][c:7]([CH2:10][CH2:11][c:12]2[cH:13][cH:14][cH:15][cH:16][cH:17]2)[cH:8][cH:9]1)[N:18]=[C:21]1[CH2:22][CH2:23][CH2:24][CH2:25][CH2:26][NH:27]1.[ClH:1]. Starting materials: BrC1=CC(=C(C(=O)OC(C)(C)C)C=C1)NC1=CC=C(C=C1)F (tert-butyl 4-bromo-2-(4-fluoroanilino)benzoate), OCC=1C=C(C=CC1)B(O)O (3-(hydroxymethyl)phenylboronic acid), C([O-])([O-])=O.[Na+].[Na+] (sodium carbonate), di(acetato)dicyclohexylphenylphosphine palladium(II), di(acetato)dicyclohexylphenylphosphine palladium (II). The solvent is CN(C(C)=O)C (N,N-dimethylacetamide). Run at temperature 110 celsius, time 19 hour. Yields the product FC1=CC=C(NC2=C(C(=O)OC(C)(C)C)C=CC(=C2)C2=CC(=CC=C2)CO)C=C1 (tert-butyl 2-(4-fluoroanilino)-4-(3-(hydroxymethyl)phenyl)benzoate). RXN SMILES: Br[C:2]1[CH:14]=[CH:13][C:5]([C:6]([O:8][C:9]([CH3:12])([CH3:11])[CH3:10])=[O:7])=[C:4]([NH:15][C:16]2[CH:21]=[CH:20][C:19]([F:22])=[CH:18][CH:17]=2)[CH:3]=1.[OH:23][CH2:24][C:25]1[CH:26]=[C:27](B(O)O)[CH:28]=[CH:29][CH:30]=1.C(=O)([O-])[O-].[Na+].[Na+]>CN(C)C(=O)C>[F:22][C:19]1[CH:20]=[CH:21][C:16]([NH:15][C:4]2[CH:3]=[C:2]([C:29]3[CH:28]=[CH:27][CH:26]=[C:25]([CH2:24][OH:23])[CH:30]=3)[CH:14]=[CH:13][C:5]=2[C:6]([O:8][C:9]([CH3:12])([CH3:11])[CH3:10])=[O:7])=[CH:17][CH:18]=1 |f:2.3.4|. Procedure details: To N,N-dimethylacetamide 2.5 mL solution of tert-butyl 4-bromo-2-(4-fluoroanilino)benzoate 80 mg were added 3-(hydroxymethyl)phenylboronic acid 50 mg, sodium carbonate 58 mg and polymer-carried di(acetato)dicyclohexylphenylphosphine palladium(II) 7.0 mg, and it was stirred at 110° C. for 19 hours. After the reaction mixture was cooled to room temperature, polymer-carried di(acetato)dicyclohexylphenylphosphine palladium (II) 7.0 mg were added to it, and it was stirred at 110° C. for 30 hours. Aft... Starting materials: CC(C)(C)ON=Cc1cccnc1C(=O)c1cc(Br)ccc1O, CCOCC, CC(C)=O. The product is CC(C)(C)ON=C(O)c1cccnc1C(=O)c1cc(Br)ccc1O. RXN SMILES: [C:1]([CH3:2])([CH3:3])([CH3:4])[O:5][N:6]=[CH:7][c:8]1[c:9]([C:14]([c:15]2[c:16]([OH:22])[cH:17][cH:18][c:19]([Br:21])[cH:20]2)=[O:23])[n:10][cH:11][cH:12][cH:13]1.[CH3:24][CH2:25][O:26][CH2:27][CH3:28].[CH3:29][C:30](=[O:31])[CH3:32]>>[C:1]([CH3:2])([CH3:3])([CH3:4])[O:5][N:6]=[C:7]([c:8]1[c:9]([C:14]([c:15]2[c:16]([OH:22])[cH:17][cH:18][c:19]([Br:21])[cH:20]2)=[O:23])[n:10][cH:11][cH:12][cH:13]1)[OH:26]. Starting materials: CC=C(C)C=CC=C(C)C, O=C1C=CC(=O)O1. Product: CC(C)=CC1CC(C)=C(C)C2C(=O)OC(=O)C12. As a reaction SMILES: [CH3:8][C:9]([CH3:10])=[CH:11][CH:12]=[CH:13][C:14](=[CH:15][CH3:16])[CH3:17].[O:1]=[C:2]1[O:3][C:4](=[O:5])[CH:6]=[CH:7]1>>[O:1]=[C:2]1[O:3][C:4](=[O:5])[CH:6]2[CH:7]1[C:15]([CH3:16])=[C:14]([CH3:17])[CH2:13][CH:12]2[CH:11]=[C:9]([CH3:8])[CH3:10].